From a dataset of the Open Reaction Database (ORD), a public repository of structured organic reaction records. describe an organic reaction: reactants, conditions, products, and yield The reactants are CCOC(=O)C (EtOAc), BrC=1C(=NC=CC1I)Cl (3-bromo-2-chloro-4-iodopyridine), ClC1=CC=C(C=C1)B(O)O (4-chlorophenylboronic acid), C(=O)([O-])[O-].[Na+].[Na+] (Na2CO3). Reagents/catalysts: C=1C=CC(=CC1)[P](C=2C=CC=CC2)(C=3C=CC=CC3)[Pd]([P](C=4C=CC=CC4)(C=5C=CC=CC5)C=6C=CC=CC6)([P](C=7C=CC=CC7)(C=8C=CC=CC8)C=9C=CC=CC9)[P](C=1C=CC=CC1)(C=1C=CC=CC1)C=1C=CC=CC1 (tetrakis(triphenylphosphine)palladium). Run in O (water), C1(=CC=CC=C1)C (toluene), O (water). Conditions: temperature 100 celsius. The product is BrC=1C(=NC=CC1C1=CC=C(C=C1)Cl)Cl (3-bromo-2-chloro-4-(4-chlorophenyl)pyridine). Isolated yield 38.9%. Reaction SMILES: [Br:1][C:2]1[C:3]([Cl:9])=[N:4][CH:5]=[CH:6][C:7]=1I.[Cl:10][C:11]1[CH:16]=[CH:15][C:14](B(O)O)=[CH:13][CH:12]=1.C([O-])([O-])=O.[Na+].[Na+].CCOC(C)=O>C1(C)C=CC=CC=1.O.C1C=CC([P]([Pd]([P](C2C=CC=CC=2)(C2C=CC=CC=2)C2C=CC=CC=2)([P](C2C=CC=CC=2)(C2C=CC=CC=2)C2C=CC=CC=2)[P](C2C=CC=CC=2)(C2C=CC=CC=2)C2C=CC=CC=2)(C2C=CC=CC=2)C2C=CC=CC=2)=CC=1>[Br:1][C:2]1[C:3]([Cl:9])=[N:4][CH:5]=[CH:6][C:7]=1[C:14]1[CH:15]=[CH:16][C:11]([Cl:10])=[CH:12][CH:13]=1 |f:2.3.4,^1:43,45,64,83|. Procedure: To a solution of crude 3-bromo-2-chloro-4-iodopyridine (10.0 g, 31.41 mmol) in toluene (120 mL) at room temperature under argon was added 4-chlorophenylboronic acid (5.8 g, 37.1 mmol), tetrakis(triphenylphosphine)palladium (2.2 g, 1.9 mmol), and a solution of Na2CO3 (6.6 g, 62.3 mmol) in water (20 mL). The resulting suspension was stirred and heated at 100° C. under argon for 2.5 h. After the reaction mixture was cooled to room temperature, water (120 mL) and EtOAc (150 mL) were added. The layer... Reactants: COC(=O)C1N(CC(C1)=O)C(=O)OC(C)(C)C (4-Oxo-pyrrolidine-1,2-dicarboxylic acid 1-tert-butyl ester 2-methyl ester), ClC=1C=C(N)C=CC1 (3-chloroaniline), C(C)(=O)O[BH-](OC(C)=O)OC(C)=O.[Na+] (sodium triacetoxyborohydride), C(C)(=O)O (acetic acid). Run in C(Cl)Cl (DCM). Conditions: time 8 hour. Product: COC(=O)[C@H]1N(C[C@H](C1)NC1=CC(=CC=C1)Cl)C(=O)OC(C)(C)C ((2S,4S)-4-(3-Chloro-phenylamino)-pyrrolidine-1,2-dicarboxylic acid 1-tert-butyl ester 2-methyl ester). The yield is 40.4%. Reaction SMILES: [CH3:1][O:2][C:3]([CH:5]1[CH2:9][C:8](=O)[CH2:7][N:6]1[C:11]([O:13][C:14]([CH3:17])([CH3:16])[CH3:15])=[O:12])=[O:4].[Cl:18][C:19]1[CH:20]=[C:21]([CH:23]=[CH:24][CH:25]=1)[NH2:22].C(O[BH-](OC(=O)C)OC(=O)C)(=O)C.[Na+].C(O)(=O)C>C(Cl)Cl>[CH3:1][O:2][C:3]([C@@H:5]1[CH2:9][C@H:8]([NH:22][C:21]2[CH:23]=[CH:24][CH:25]=[C:19]([Cl:18])[CH:20]=2)[CH2:7][N:6]1[C:11]([O:13][C:14]([CH3:17])([CH3:16])[CH3:15])=[O:12])=[O:4] |f:2.3|. Procedure: 4-Oxo-pyrrolidine-1,2-dicarboxylic acid 1-tert-butyl ester 2-methyl ester (364.5 mg, 1.5 mmol) and 3-chloroaniline (191 mg, 1.5 mmol) were dissolved in DCM (10 ml). To this solution was added sodium triacetoxyborohydride (413 mg, 1.95 mmol) and acetic acid (0.085 ml, 1.5 mmol), and the reaction stirred at room temperature overnight. The reaction mixture was washed with 2N NaOH (5 ml), saturated brine (5 ml), dried over MgSO4 and evaporated. The residue was purified by flash chromatography on sil... Reactants: COC(=O)CBr, CC(C)CNCC(C)C. Product: COC(=O)CN(CC(C)C)CC(C)C. RXN SMILES: [Br:10][CH2:11][C:12](=[O:13])[O:14][CH3:15].[CH2:1]([CH:2]([CH3:3])[CH3:4])[NH:5][CH2:6][CH:7]([CH3:8])[CH3:9]>>[CH2:1]([CH:2]([CH3:3])[CH3:4])[N:5]([CH2:6][CH:7]([CH3:8])[CH3:9])[CH2:11][C:12](=[O:13])[O:14][CH3:15]. Starting materials: CC1=CC(=NN1CC1=CC=C(C=C1)O[Si](C(C)C)(C(C)C)C(C)C)C1=NC(=NO1)C1=CC=C(C=C1)OC(F)(F)F (5-[5-Methyl-1-(4-{[tris(1-methylethyl)silyl]oxy}benzyl)-1H-pyrazol-3-yl]-3-[4-(trifluoromethoxy)phenyl]-1,2,4-oxadiazole), [F-].C(CCC)[N+](CCCC)(CCCC)CCCC (tetrabutylammonium fluoride). Solvent: C1CCOC1 (THF). Reaction conditions: time 1 hour. Yields the product CC1=CC(=NN1CC1=CC=C(C=C1)O)C1=NC(=NO1)C1=CC=C(C=C1)OC(F)(F)F (4-[(5-Methyl-3-{3-[4-(trifluoromethoxy)phenyl]-1,2,4-oxadiazol-5-yl}-1H-pyrazol-1-yl)-methyl]phenol). Reaction SMILES: [CH3:1][C:2]1[N:6]([CH2:7][C:8]2[CH:13]=[CH:12][C:11]([O:14][Si](C(C)C)(C(C)C)C(C)C)=[CH:10][CH:9]=2)[N:5]=[C:4]([C:25]2[O:29][N:28]=[C:27]([C:30]3[CH:35]=[CH:34][C:33]([O:36][C:37]([F:40])([F:39])[F:38])=[CH:32][CH:31]=3)[N:26]=2)[CH:3]=1.[F-].C([N+](CCCC)(CCCC)CCCC)CCC>C1COCC1>[CH3:1][C:2]1[N:6]([CH2:7][C:8]2[CH:13]=[CH:12][C:11]([OH:14])=[CH:10][CH:9]=2)[N:5]=[C:4]([C:25]2[O:29][N:28]=[C:27]([C:30]3[CH:35]=[CH:34][C:33]([O:36][C:37]([F:40])([F:38])[F:39])=[CH:32][CH:31]=3)[N:26]=2)[CH:3]=1 |f:1.2|. Procedure details: To a solution of 5-[5-methyl-1-(4-{[tris(1-methylethyl)silyl]oxy}benzyl)-1H-pyrazol-3-yl]-3-[4-(trifluoromethoxy)phenyl]-1,2,4-oxadiazole (Step 1, 500 mg, 0.873 mmol) in THF (20 mL) was added a solution of tetrabutylammonium fluoride (1M in THF, 960 μl, 0.96 mmol) at a temperature of 0° C. The cooling bath was removed, and the reaction mixture was stirred at rt for 1 h. After the addition of water (100 μL), most of the organic solvent was removed in vacuo and replaced by methanol (1 mL). The cru... Starting materials: [Cl-].O[NH3+] (hydroxylammonium chloride), C(O)([O-])=O.[Na+] (sodium hydrogen carbonate), CS(=O)C (dimethyl sulfoxide), C(CCC)C=1N=C(N(C(C1CC1=CC=C(C=C1)C=1C(=CC=CC1)C#N)=O)C1=CC(=CC=C1)C1CC1)C (4′-{[4-butyl-1-(3-cyclopropylphenyl)-2-methyl-6-oxo-1,6-dihydropyrimidin-5-yl]methyl}biphenyl-2-carbonitrile). Run in O (water), C(C)(=O)OCC (ethyl acetate). Reaction conditions: temperature 40 celsius, time 30 minute. The product is C(CCC)C1=C(C(N(C(=N1)C)C1=CC(=CC=C1)C1CC1)=O)CC1=CC=C(C=C1)C1=C(C=CC=C1)C1=NOC(N1)=O (6-butyl-3-(3-cyclopropylphenyl)-2-methyl-5-{[2′-(5-oxo-4,5-dihydro-1,2,4-oxadiazol-3-yl)biphenyl-4-yl]methyl}pyrimidin-4(3H)-one). The yield is 45.9%. Reaction SMILES: [Cl-].O[NH3+:3].[C:4](=[O:7])([O-])[OH:5].[Na+].CS(C)=O.[CH2:13]([C:17]1[N:18]=[C:19]([CH3:48])[N:20]([C:39]2[CH:44]=[CH:43][CH:42]=[C:41]([CH:45]3[CH2:47][CH2:46]3)[CH:40]=2)[C:21](=[O:38])[C:22]=1[CH2:23][C:24]1[CH:29]=[CH:28][C:27]([C:30]2[C:31]([C:36]#[N:37])=[CH:32][CH:33]=[CH:34][CH:35]=2)=[CH:26][CH:25]=1)[CH2:14][CH2:15][CH3:16]>O.C(OCC)(=O)C>[CH2:13]([C:17]1[N:18]=[C:19]([CH3:48])[N:20]([C:39]2[CH:44]=[CH:43][CH:42]=[C:41]([CH:45]3[CH2:46][CH2:47]3)[CH:40]=2)[C:21](=[O:38])[C:22]=1[CH2:23][C:24]1[CH:25]=[CH:26][C:27]([C:30]2[CH:35]=[CH:34][CH:33]=[CH:32][C:31]=2[C:36]2[NH:3][C:4](=[O:7])[O:5][N:37]=2)=[CH:28][CH:29]=1)[CH2:14][CH2:15][CH3:16] |f:0.1,2.3|. Reported procedure: A mixture of hydroxylammonium chloride (1.10 g), sodium hydrogen carbonate (1.64 g) and dimethyl sulfoxide (10 mL) was stirred at 40° C. for 30 min, 4′-{[4-butyl-1-(3-cyclopropylphenyl)-2-methyl-6-oxo-1,6-dihydropyrimidin-5-yl]methyl}biphenyl-2-carbonitrile (0.95 g) was added, and the mixture was stirred at 90° C. for 18 hr. The reaction mixture was allowed to cool to room temperature, ethyl acetate and water were added, and the mixture was extracted with ethyl acetate. The organic layer was was... The reactants are O=[N+]([O-])c1ccc(F)c(CBr)c1, C1CCOC1, CN1CCNCC1, CCN(C(C)C)C(C)C. Product: CN1CCN(Cc2cc([N+](=O)[O-])ccc2F)CC1. RXN SMILES: [Br:1][CH2:2][c:3]1[c:4]([F:12])[cH:5][cH:6][c:7]([N+:9](=[O:10])[O-:11])[cH:8]1.[CH2:29]1[O:30][CH2:31][CH2:32][CH2:33]1.[CH3:13][N:14]1[CH2:15][CH2:16][NH:17][CH2:18][CH2:19]1.[CH:20]([N:21]([CH2:22][CH3:23])[CH:24]([CH3:25])[CH3:26])([CH3:27])[CH3:28]>>[CH2:2]([c:3]1[c:4]([F:12])[cH:5][cH:6][c:7]([N+:9](=[O:10])[O-:11])[cH:8]1)[N:17]1[CH2:16][CH2:15][N:14]([CH3:13])[CH2:19][CH2:18]1. Reactants: COc1nccc2c(C)c3[nH]c4ccncc4c3cc12, O=P(Cl)(Cl)c1ccccc1, [Na+], [OH-]. Yields the product Cc1c2ccnc(Cl)c2cc2c1[nH]c1ccncc12. As a reaction SMILES: [CH3:1][O:2][c:3]1[n:4][cH:5][cH:6][c:7]2[c:8]([CH3:20])[c:9]3[c:10]([cH:11][c:12]12)[c:13]1[c:14]([nH:15]3)[cH:16][cH:17][n:18][cH:19]1.[Cl:21][P:22](=[O:23])([Cl:24])[c:25]1[cH:26][cH:27][cH:28][cH:29][cH:30]1.[Na+:32].[OH-:31]>>[c:3]1([Cl:21])[n:4][cH:5][cH:6][c:7]2[c:8]([CH3:20])[c:9]3[c:10]([cH:11][c:12]12)[c:13]1[c:14]([nH:15]3)[cH:16][cH:17][n:18][cH:19]1.